Dataset: the Open Reaction Database (ORD), a public repository of structured organic reaction records. Task: describe an organic reaction: reactants, conditions, products, and yield The reactants are C[Si](C)(C)C=[N+]=[N-] (trimethylsilyldiazomethane), C(#N)C1C(CCC1CCC1=CC=C(C(=O)OC(C)(C)C)C=C1)=O (t-Butyl 4-[2-(2-cyano-1-cyclopentanon-3-yl)ethyl]benzoate), C(C)(C)N(C(C)C)CC (N,N-diisopropylethylamine), C(C)(=O)O (acetic acid). Run in CCCCCC (hexane), CO.C(C)#N (methanol acetonitrile). Conditions: time 2 hour. Yields the product C(#N)C=1C(CCC1OC)CCC1=CC=C(C(=O)OC(C)(C)C)C=C1 (t-butyl 4-[2-(2-cyano-3-methoxy-2-cyclopentenyl)ethyl]benzoate). Reaction SMILES: [C:1]([CH:3]1[CH:7]([CH2:8][CH2:9][C:10]2[CH:22]=[CH:21][C:13]([C:14]([O:16][C:17]([CH3:20])([CH3:19])[CH3:18])=[O:15])=[CH:12][CH:11]=2)[CH2:6][CH2:5][C:4]1=[O:23])#[N:2].[CH:24](N(CC)C(C)C)(C)C.C[Si](C=[N+]=[N-])(C)C.C(O)(=O)C>CO.C(#N)C.CCCCCC>[C:1]([C:3]1[CH:7]([CH2:8][CH2:9][C:10]2[CH:11]=[CH:12][C:13]([C:14]([O:16][C:17]([CH3:18])([CH3:19])[CH3:20])=[O:15])=[CH:21][CH:22]=2)[CH2:6][CH2:5][C:4]=1[O:23][CH3:24])#[N:2] |f:4.5|. Procedure: t-Butyl 4-[2-(2-cyano-1-cyclopentanon-3-yl)ethyl]benzoate (0.43 g, 1.37 mmol) prepared in the Preparative Example 105 and N,N-diisopropylethylamine (0.21 g, 1.64 mmol) were dissolved in a methanol/acetonitrile (1:5) mixture, followed by the addition of 3.2 g of a 10% by weight solution of trimethylsilyldiazomethane in hexane. The obtained mixture was stirred at room temperature for 2 hours, followed by the addition of a small amount of acetic acid. The mixture this obtained was stirred and disti... Reactants: N(=[N+]=[N-])[C@@H]([C@@](C)(O)C1=C(C=CC(=C1)F)F)C=1C=NC=C(C1)Br ((1R,2S)-1-azido-1-(5-bromopyridin-3-yl)-2-(2,5-difluorophenyl)propan-2-ol), CP(C)C (trimethylphosphine). The solvent is CCOCC (ether), O1CCCC1 (tetrahydrofuran). Conditions: time 18 hour. Product: N[C@@H]([C@@](C)(O)C1=C(C=CC(=C1)F)F)C=1C=NC=C(C1)Br ((1R,2S)-1-amino-1-(5-bromopyridin-3-yl)-2-(2,5-difluorophenyl)propan-2-ol). The yield is 93.3%. RXN SMILES: [N:1]([C@H:4]([C:16]1[CH:17]=[N:18][CH:19]=[C:20]([Br:22])[CH:21]=1)[C@:5]([C:8]1[CH:13]=[C:12]([F:14])[CH:11]=[CH:10][C:9]=1[F:15])([OH:7])[CH3:6])=[N+]=[N-].CP(C)C>O1CCCC1.CCOCC>[NH2:1][C@H:4]([C:16]1[CH:17]=[N:18][CH:19]=[C:20]([Br:22])[CH:21]=1)[C@:5]([C:8]1[CH:13]=[C:12]([F:14])[CH:11]=[CH:10][C:9]=1[F:15])([OH:7])[CH3:6]. Reported procedure: To a solution of (1R,2S)-1-azido-1-(5-bromopyridin-3-yl)-2-(2,5-difluorophenyl)propan-2-ol (44 mg, 0.119 mmol) in tetrahydrofuran (2 mL) at 0° C. was added trimethylphosphine (0.179 mL, 0.179 mmol) drop wise. Ice bath was removed once no more nitrogen gas come out. One hour later, water (0.1000 mL) was added and continuously stirred for 18 hours. The reaction mixture was concentrated to afford a yellow oil that was redissolved in 5 mL ether then washed with 10 mL water. The ether layer was dried...